Dataset: the Open Reaction Database (ORD), a public repository of structured organic reaction records. Task: describe an organic reaction: reactants, conditions, products, and yield Reactants: COCOC(=O)c1cn(-c2ccc(OCOC)cc2)c(-c2ccc(N(C)C)cc2)cc1=O, CC(=O)O, CCO, [Na+], [Na+], O=C([O-])[O-]. Product: COCOc1ccc(-n2cc(C(=O)O)c(=O)cc2-c2ccc(N(C)C)cc2)cc1. Reaction SMILES: [CH3:1][N:2]([c:3]1[cH:4][cH:5][c:6](-[c:9]2[n:10](-[c:22]3[cH:23][cH:24][c:25]([O:28][CH2:29][O:30][CH3:31])[cH:26][cH:27]3)[cH:11][c:12]([C:13](=[O:14])[O:15][CH2:16][O:17][CH3:18])[c:19](=[O:21])[cH:20]2)[cH:7][cH:8]1)[CH3:32].[CH3:39][C:40](=[O:41])[OH:42].[CH3:43][CH2:44][OH:45].[Na+:33].[Na+:34].[O-:35][C:36](=[O:37])[O-:38]>>[CH3:1][N:2]([c:3]1[cH:4][cH:5][c:6](-[c:9]2[n:10](-[c:22]3[cH:23][cH:24][c:25]([O:28][CH2:29][O:30][CH3:31])[cH:26][cH:27]3)[cH:11][c:12]([C:13](=[O:14])[OH:15])[c:19](=[O:21])[cH:20]2)[cH:7][cH:8]1)[CH3:32]. Reactants: CP(OCC)(OCC)=O (diethyl methylphosphonate), BrCC(=CCC1=C(C(=C2COC(C2=C1O)=O)C)OC)C (6-(4-bromo-3-methyl-but-2-enyl)-7-hydroxy-5-methoxy-4-methyl-3H-isobenzofuran-1-one), [Cl-].[NH4+] (ammonium chloride), Cl (HCl), C(CCC)[Li] (n-Butyl lithium). Reagents/catalysts: [Cu]I (copper (I) iodide). Solvent: C1CCOC1 (THF), C1CCOC1 (THF), C1CCOC1 (THF). Conditions: temperature -60 celsius, time 30 minute. Product: C(C)OP(OCC)(=O)CCC(=CCC=1C(=C2C(OCC2=C(C1OC)C)=O)O)C ([5-(4-hydroxy-6-methoxy-7-methyl-3-oxo-1,3-dihydro-isobenzofuran-5-yl)-3-methyl-pent-3-enyl]-phosphonic acid diethyl ester). RXN SMILES: C([Li])CCC.[CH3:6][P:7](=[O:14])([O:11][CH2:12][CH3:13])[O:8][CH2:9][CH3:10].Br[CH2:16][C:17]([CH3:34])=[CH:18][CH2:19][C:20]1[C:28]([OH:29])=[C:27]2[C:23]([CH2:24][O:25][C:26]2=[O:30])=[C:22]([CH3:31])[C:21]=1[O:32][CH3:33].[Cl-].[NH4+].Cl>C1COCC1.[Cu]I>[CH2:9]([O:8][P:7]([CH2:6][CH2:16][C:17]([CH3:34])=[CH:18][CH2:19][C:20]1[C:28]([OH:29])=[C:27]2[C:23](=[C:22]([CH3:31])[C:21]=1[O:32][CH3:33])[CH2:24][O:25][C:26]2=[O:30])(=[O:14])[O:11][CH2:12][CH3:13])[CH3:10] |f:3.4|. Procedure: n-Butyl lithium (1.6 M in hexanes, 1 mL) was added to an equal volume of THF at −20° C. A solution of diethyl methylphosphonate (220 mg, 1.45 mmol) in THF (1 mL) was then added dropwise and the solution was stirred for 30 minutes. After cooling at −60° C., the solution was transferred via a cannula to a vial containing copper (I) iodide (276 mg, 1.45 mmol), and the resulting mixture was stirred for 1 hour at −30° C. A solution of 6-(4-bromo-3-methyl-but-2-enyl)-7-hydroxy-5-methoxy-4-methyl-3H-is... Reagents/catalysts: [C].[Rh] (rhodium carbon). Yield: 34.3%. Starting materials: N1C=NC(=C1)C(C(C)C)(O)C=1C=C2C=CC=3OC=CC3C2=CC1 (1-(1H-imidazol-4-yl)-1-(naphtho[2,1-b]furan-7-yl)-2-methyl-1-propanol). Reaction SMILES: [NH:1]1[CH:5]=[C:4]([C:6]([C:11]2[CH:12]=[C:13]3[C:21](=[CH:22][CH:23]=2)[C:20]2[CH:19]=[CH:18][O:17][C:16]=2[CH:15]=[CH:14]3)([OH:10])[CH:7]([CH3:9])[CH3:8])[N:3]=[CH:2]1>C(O)(=O)C.[C].[Rh]>[CH2:19]1[CH2:18][O:17][C:16]2[CH:15]=[CH:14][C:13]3[C:21]([C:20]1=2)=[CH:22][CH:23]=[C:11]([C:6]([C:4]1[N:3]=[CH:2][NH:1][CH:5]=1)([OH:10])[CH:7]([CH3:9])[CH3:8])[CH:12]=3 |f:2.3|. Conditions: time 7 hour. The product is C1C2=C(OC1)C=CC1=CC(=CC=C12)C(C(C)C)(O)C=1N=CNC1 (1-(1,2-Dihydronaphtho[2,1-b]furan-7-yl)-1-(1H-imidazol-4-yl)-2-methyl-1-propanol). Run in C(C)(=O)O (acetic acid). Procedure: A mixture of 1-(1H-imidazol-4-yl)-1-(naphtho[2,1-b]furan-7-yl)-2-methyl-1-propanol (0.310 g) and 5% rhodium carbon (1.50 g) in acetic acid (50 mL) was stirred at room temperature for 7 h under hydrogen atmosphere at 4 atom pressure. Catalyst was filtered off, and the filtrate was concentrated. The residue was dissolved in ethyl acetate, washed with saturated sodium bicarbonate solution and brine, dried and concentrated. The residue was chromatographed on silica gel (eluent; dichloromethane:metha... Reactants: COC(=O)c1ccc(-c2cc(OC)ccc2OC)c(C)c1, CCO, [Na+], [OH-], O. Product: COc1ccc(OC)c(-c2ccc(C(=O)O)cc2C)c1. As a reaction SMILES: [CH3:1][O:2][c:3]1[c:4](-[c:11]2[c:12]([CH3:21])[cH:13][c:14]([C:17](=[O:18])[O:19][CH3:20])[cH:15][cH:16]2)[cH:5][c:6]([O:9][CH3:10])[cH:7][cH:8]1.[CH3:24][CH2:25][OH:26].[Na+:23].[OH-:22].[OH2:27]>>[CH3:1][O:2][c:3]1[c:4](-[c:11]2[c:12]([CH3:21])[cH:13][c:14]([C:17](=[O:18])[OH:19])[cH:15][cH:16]2)[cH:5][c:6]([O:9][CH3:10])[cH:7][cH:8]1. Reactants: N(=NC(=O)OC(C)C)C(=O)OC(C)C (diisopropyl azodicarboxylate), C(C=1C(O)=CC=CC1)(=O)OC (methyl salicylate), OCC1CN(CCO1)C(=O)OC(C)(C)C (tert-butyl 2-(hydroxymethyl)morpholine-4-carboxylate), C1(=CC=CC=C1)P(C1=CC=CC=C1)C1=CC=CC=C1 (triphenylphosphine). Run in C1CCOC1 (THF), C1CCOC1 (THF). Run at time 16 hour. Yields the product C(C)(C)(C)OC(=O)N1CC(OCC1)COC1=C(C=CC=C1)C(=O)OC (2-(2-methoxycarbonyl-phenoxymethyl)-morpholine-4-carboxylic acid tert-butyl ester). As a reaction SMILES: N(C(OC(C)C)=O)=NC(OC(C)C)=O.[C:15]([O:24][CH3:25])(=[O:23])[C:16]1[C:17](=[CH:19][CH:20]=[CH:21][CH:22]=1)[OH:18].O[CH2:27][CH:28]1[O:33][CH2:32][CH2:31][N:30]([C:34]([O:36][C:37]([CH3:40])([CH3:39])[CH3:38])=[O:35])[CH2:29]1.C1(P(C2C=CC=CC=2)C2C=CC=CC=2)C=CC=CC=1>C1COCC1>[C:37]([O:36][C:34]([N:30]1[CH2:31][CH2:32][O:33][CH:28]([CH2:27][O:18][C:17]2[CH:19]=[CH:20][CH:21]=[CH:22][C:16]=2[C:15]([O:24][CH3:25])=[O:23])[CH2:29]1)=[O:35])([CH3:40])([CH3:38])[CH3:39]. Procedure details: A solution of diisopropyl azodicarboxylate (776 μL; 3.94 mmol; 2 eq.) in THF (5 mL) was added to a cold (0° C.) solution of methyl salicylate (1 g; 6.57 mmol; 1 eq.) and tert-butyl 2-(hydroxymethyl)morpholine-4-carboxylate (641 mg; 2.95 mmol; 1.5 eq.) and triphenylphosphine (1.03 g; 3.94 mmol; 2 eq.) in THF (15 mL) and the reaction mixture was stirred at room temperature for 16 hours then concentrated in vacuo. Purification by column chromatography (EA/heptane) afforded 2-(2-methoxycarbonyl-phen... Reactants: FC1=CC=C(C(=O)NCC2(NC(NC3=CC=C(C=C23)C2=CC=NN2)=O)C(F)(F)F)C=C1 (4-Fluoro-N-{[2-oxo-6-(1H-pyrazol-5-yl)-4-(trifluoromethyl)-1,2,3,4-tetrahydroquinazolin-4-yl]methyl}benzamide), CCCCCC (n-hexane). Run in CC(C)O (2-propanol). Product: FC1=CC=C(C(=O)NC[C@]2(NC(NC3=CC=C(C=C23)C2=CC=NN2)=O)C(F)(F)F)C=C1 (4-fluoro-N-{[(4S*)-2-oxo-6-(1H-pyrazol-5-yl)-4-(trifluoromethyl)-1,2,3,4-tetrahydroquinazolin-4-yl]methyl}benzamide). Reaction SMILES: [F:1][C:2]1[CH:31]=[CH:30][C:5]([C:6]([NH:8][CH2:9][C:10]2([C:26]([F:29])([F:28])[F:27])[C:19]3[C:14](=[CH:15][CH:16]=[C:17]([C:20]4[NH:24][N:23]=[CH:22][CH:21]=4)[CH:18]=3)[NH:13][C:12](=[O:25])[NH:11]2)=[O:7])=[CH:4][CH:3]=1.CCCCCC>CC(O)C>[F:1][C:2]1[CH:31]=[CH:30][C:5]([C:6]([NH:8][CH2:9][C@:10]2([C:26]([F:28])([F:27])[F:29])[C:19]3[C:14](=[CH:15][CH:16]=[C:17]([C:20]4[NH:24][N:23]=[CH:22][CH:21]=4)[CH:18]=3)[NH:13][C:12](=[O:25])[NH:11]2)=[O:7])=[CH:4][CH:3]=1. Reported procedure: 4-Fluoro-N-{[2-oxo-6-(1H-pyrazol-5-yl)-4-(trifluoromethyl)-1,2,3,4-tetrahydroquinazolin-4-yl]methyl}benzamide was subjected to optical resolution by HPLC (Chiralpack AD-H, n-hexane:2-propanol=3:1), and a fraction eluted at a later time was concentrated, whereby the objective compound was obtained.